This data is from the Open Reaction Database (ORD), a public repository of structured organic reaction records. The task is: describe an organic reaction: reactants, conditions, products, and yield Reactants: ClCCl, O=C(O)c1ccccc1-c1ccc(C(F)(F)F)cc1, CN(C)C=O, O=S(Cl)Cl. Product: O=C(Cl)c1ccccc1-c1ccc(C(F)(F)F)cc1. RXN SMILES: [Cl:29][CH2:30][Cl:31].[F:5][C:6]([c:7]1[cH:8][cH:9][c:10](-[c:13]2[c:14]([C:19](=[O:20])[OH:21])[cH:15][cH:16][cH:17][cH:18]2)[cH:11][cH:12]1)([F:22])[F:23].[O:24]=[CH:25][N:26]([CH3:27])[CH3:28].[S:1]([Cl:2])([Cl:3])=[O:4]>>[Cl:3][C:19]([c:14]1[c:13](-[c:10]2[cH:9][cH:8][c:7]([C:6]([F:5])([F:22])[F:23])[cH:12][cH:11]2)[cH:18][cH:17][cH:16][cH:15]1)=[O:20]. Reactants: C(C)OC(=O)N1CC(C2=NC=3C=CC=CC3C(=C2CC1)C)Cl (5-chloro-1,2,4,5-tetrahydro-11-methyl-3-azepino[4,5-b]quinoline-carboxylic acid ethyl ester), CNC (dimethylamine). Product: Cl.Cl.C(C)OC(=O)N1CC(C2=NC=3C=CC=CC3C(=C2CC1)C)N(C)C (5-Dimethylamino-1,2,4,5-tetrahydro-11-methyl-3-azepino[4,5-b]quinoline-carboxylic acid ethyl ester dihydrochloride). Isolated yield 77.0%. RXN SMILES: [CH2:1]([O:3][C:4]([N:6]1[CH2:20][CH2:19][C:18]2[C:9](=[N:10][C:11]3[CH:12]=[CH:13][CH:14]=[CH:15][C:16]=3[C:17]=2[CH3:21])[CH:8]([Cl:22])[CH2:7]1)=[O:5])[CH3:2].[CH3:23][NH:24][CH3:25]>>[ClH:22].[ClH:22].[CH2:1]([O:3][C:4]([N:6]1[CH2:20][CH2:19][C:18]2[C:9](=[N:10][C:11]3[CH:12]=[CH:13][CH:14]=[CH:15][C:16]=3[C:17]=2[CH3:21])[CH:8]([N:24]([CH3:25])[CH3:23])[CH2:7]1)=[O:5])[CH3:2] |f:2.3.4|. Procedure: 5-Dimethylamino-1,2,4,5-tetrahydro-11-methyl-3-azepino[4,5-b]quinoline-carboxylic acid ethyl ester dihydrochloride was prepared from 5-chloro-1,2,4,5-tetrahydro-11-methyl-3-azepino[4,5-b]quinoline-carboxylic acid ethyl ester and dimethylamine analogous to Example 173. Reactants: O1CCOC12CCC(CC2)C#CC2=CC=NC1=CC=C(C=C21)OC (4-(1,4-dioxa-spiro[4.5]dec-8-yl-ethynyl)-6-methoxy-quinoline). Reagents/catalysts: [Pt]=O (Platinum oxide). Run in CCO (EtOH), C(C)(=O)OCC (ethyl acetate). Yields the product O1CCOC12CCC(CC2)CCC2=CC=NC1=CC=C(C=C21)OC (4-[2-(1,4-Dioxaspiro[4.5]dec-8-yl)ethyl]-6-methoxy-quinoline). As a reaction SMILES: [O:1]1[C:5]2([CH2:10][CH2:9][CH:8]([C:11]#[C:12][C:13]3[C:22]4[C:17](=[CH:18][CH:19]=[C:20]([O:23][CH3:24])[CH:21]=4)[N:16]=[CH:15][CH:14]=3)[CH2:7][CH2:6]2)[O:4][CH2:3][CH2:2]1>CCO.C(OCC)(=O)C.[Pt]=O>[O:4]1[C:5]2([CH2:6][CH2:7][CH:8]([CH2:11][CH2:12][C:13]3[C:22]4[C:17](=[CH:18][CH:19]=[C:20]([O:23][CH3:24])[CH:21]=4)[N:16]=[CH:15][CH:14]=3)[CH2:9][CH2:10]2)[O:1][CH2:2][CH2:3]1. Procedure details: Platinum oxide ((0.462 g) was added to a solution of 4-(1,4-dioxa-spiro[4.5]dec-8-yl-ethynyl)-6-methoxy-quinoline (0.83 g, 2.53 mmol) in EtOH (30 ml) and ethyl acetate (10 ml) and hydrogenation was carried out under a hydrogen atmosphere (1 bar). The catalyst was filtered off and the filtrate was concentrated to dryness by rotary evaporation. The residue was purified by column chromatography on silica gel (EtOAc and then EtOAc/-methanol 9/1). The reactants are SC1=NC2=NC=NC(=C2N1)N (8-mercapto-adenine), O=C(COC1=CC=C(C(=O)O)C=C1)CBr (p-(2-oxo,3-bromo propyloxy)-benzoic acid). Product: C(=O)(O)C1=CC=C(OCC(CSC2=NC3=NC=NC(=C3N2)N)=O)C=C1 (8-[3-[(p-carboxy)-phenoxy]-2-oxo-propylthio]-adenine). As a reaction SMILES: [SH:1][C:2]1[NH:10][C:9]2[C:4](=[N:5][CH:6]=[N:7][C:8]=2[NH2:11])[N:3]=1.[O:12]=[C:13]([CH2:25]Br)[CH2:14][O:15][C:16]1[CH:24]=[CH:23][C:19]([C:20]([OH:22])=[O:21])=[CH:18][CH:17]=1>>[C:20]([C:19]1[CH:23]=[CH:24][C:16]([O:15][CH2:14][C:13](=[O:12])[CH2:25][S:1][C:2]2[NH:10][C:9]3[C:4](=[N:5][CH:6]=[N:7][C:8]=3[NH2:11])[N:3]=2)=[CH:17][CH:18]=1)([OH:22])=[O:21]. Procedure details: From 8-mercapto-adenine and p-(2-oxo,3-bromo propyloxy)-benzoic acid.